This data is from the Open Reaction Database (ORD), a public repository of structured organic reaction records. The task is: describe an organic reaction: reactants, conditions, products, and yield Starting materials: C1CCOC1, Cl, O=C(O)C(Nc1ccccc1)c1cccc(F)c1, OC1CN2CCC1CC2, On1nnc2ccccc21. Product: O=C(OC1CN2CCC1CC2)C(Nc1ccccc1)c1cccc(F)c1. Reaction SMILES: [CH2:39]1[O:40][CH2:41][CH2:42][CH2:43]1.[ClH:1].[F:2][c:3]1[cH:4][c:5]([CH:9]([C:10](=[O:11])[OH:12])[NH:13][c:14]2[cH:15][cH:16][cH:17][cH:18][cH:19]2)[cH:6][cH:7][cH:8]1.[N:30]12[CH2:31][CH:32]([OH:38])[CH:33]([CH2:34][CH2:35]1)[CH2:36][CH2:37]2.[OH:20][n:21]1[c:22]2[c:23]([cH:24][cH:25][cH:26][cH:27]2)[n:28][n:29]1>>[F:2][c:3]1[cH:4][c:5]([CH:9]([C:10](=[O:11])[O:12][CH:32]2[CH2:31][N:30]3[CH2:35][CH2:34][CH:33]2[CH2:36][CH2:37]3)[NH:13][c:14]2[cH:15][cH:16][cH:17][cH:18][cH:19]2)[cH:6][cH:7][cH:8]1. Starting materials: CO, [NH4+], [OH-], CC(=NO)c1ccc2c(c1)CC(=O)N2. Yields the product CC(N)c1ccc2c(c1)CC(=O)N2. Reaction SMILES: [CH3:17][OH:18].[NH4+:15].[OH-:16].[OH:1][N:2]=[C:3]([CH3:4])[c:5]1[cH:6][c:7]2[c:11]([cH:12][cH:13]1)[NH:10][C:9](=[O:14])[CH2:8]2>>[NH2:2][CH:3]([CH3:4])[c:5]1[cH:6][c:7]2[c:11]([cH:12][cH:13]1)[NH:10][C:9](=[O:14])[CH2:8]2. As a reaction SMILES: [CH2:1]([N:4]([CH2:19][CH2:20][CH3:21])[CH:5]1[CH2:14][CH2:13][C:12]2[C:7](=[C:8]([O:15][CH2:16][CH2:17][NH2:18])[CH:9]=[CH:10][CH:11]=2)[CH2:6]1)[CH2:2][CH3:3].[CH3:22][N:23]=[C:24]=[O:25].C(OC(C)C)(C)C>C(N(CC)CC)C.C1(C)C=CC=CC=1>[CH2:19]([N:4]([CH2:1][CH2:2][CH3:3])[CH:5]1[CH2:14][CH2:13][C:12]2[C:7](=[C:8]([O:15][CH2:16][CH2:17][NH:18][C:24]([NH:23][CH3:22])=[O:25])[CH:9]=[CH:10][CH:11]=2)[CH2:6]1)[CH2:20][CH3:21]. Reactants: C(CC)N(C1CC2=C(C=CC=C2CC1)OCCN)CCC (2-dipropylamino-8-(2-aminoethoxy)-1,2,3,4-tetrahydronaphthalene), C(C)(C)OC(C)C (diisopropyl ether), CN=C=O (methyl isocyanate). Conditions: time 1 hour. Run in C1(=CC=CC=C1)C (toluene). Reported procedure: 1.45 g (5 mmol) of 2-dipropylamino-8-(2-aminoethoxy)-1,2,3,4-tetrahydronaphthalene were initially introduced into 20 ml of toluene. The reaction was catalyzed using 3 drops of triethylamine, and 0.325 ml (5.5 mmol) of methyl isocyanate was then added dropwise. The mixture was stirred for 1 h at +25° C. The mixture was evaporated, and the residue obtained was stirred with hot diisopropyl ether. The mixture was cooled, and the product was filtered off under suction. Product: C(CC)N(C1CC2=C(C=CC=C2CC1)OCCNC(=O)NC)CCC (2-Dipropylamino-8-[2-(3-methylureido)ethoxy]-1,2,3,4-tetrahydronaphthalene). The reagents and catalysts are C(C)N(CC)CC (triethylamine). Reactants: C=CCC1C(Cc2ccccc2)C(=O)N1C(C(=O)OCc1ccccc1)=P(c1ccccc1)(c1ccccc1)c1ccccc1, CCOC(C)=O, O=[O+][O-], O=C(O)C(F)(F)F, c1ccc(P(c2ccccc2)c2ccccc2)cc1. Product: O=C(OCc1ccccc1)C1=CCC2C(Cc3ccccc3)C(=O)N12. As a reaction SMILES: [CH2:1]([CH:2]=[CH2:27])[CH:4]1[CH:5]([CH2:39][c:40]2[cH:41][cH:42][cH:43][cH:44][cH:45]2)[C:6](=[O:38])[N:7]1[C:8](=[P:3]([c:9]1[cH:10][cH:11][cH:12][cH:13][cH:14]1)([c:15]1[cH:16][cH:17][cH:18][cH:19][cH:20]1)[c:21]1[cH:22][cH:23][cH:24][cH:25][cH:26]1)[C:28](=[O:29])[O:30][CH2:31][c:32]1[cH:33][cH:34][cH:35][cH:36][cH:37]1.[CH3:75][CH2:76][O:77][C:78](=[O:79])[CH3:80].[O-:53][O+:54]=[O:55].[OH:46][C:47]([C:48]([F:49])([F:50])[F:51])=[O:52].[c:56]1([P:57]([c:58]2[cH:59][cH:60][cH:61][cH:62][cH:63]2)[c:64]2[cH:65][cH:66][cH:67][cH:68][cH:69]2)[cH:70][cH:71][cH:72][cH:73][cH:74]1>>[CH2:1]1[CH:2]=[C:8]([C:28](=[O:29])[O:30][CH2:31][c:32]2[cH:33][cH:34][cH:35][cH:36][cH:37]2)[N:7]2[CH:4]1[CH:5]([CH2:39][c:40]1[cH:41][cH:42][cH:43][cH:44][cH:45]1)[C:6]2=[O:38]. RXN SMILES: Cl[C:2]1[C:7](=[O:8])[N:6]([C:9]2[CH:14]=[CH:13][C:12]([O:15][CH3:16])=[CH:11][CH:10]=2)[C:5]2[N:17]=[CH:18][CH:19]=[CH:20][C:4]=2[N:3]=1.[CH2:21]([N:23]([CH2:27][CH3:28])[CH2:24][CH2:25][NH2:26])[CH3:22]>>[CH2:21]([N:23]([CH2:24][CH2:25][NH:26][C:2]1[C:7](=[O:8])[N:6]([C:9]2[CH:14]=[CH:13][C:12]([O:15][CH3:16])=[CH:11][CH:10]=2)[C:5]2[N:17]=[CH:18][CH:19]=[CH:20][C:4]=2[N:3]=1)[CH2:27][CH3:28])[CH3:22]. Starting materials: ClC1=NC2=C(N(C1=O)C1=CC=C(C=C1)OC)N=CC=C2 (2-chloro-3,4-dihydro-4-(4-methoxyphenyl)-3-oxopyrido[2,3-b]pyrazine), C(C)N(CCN)CC (N,N-diethylethylene diamine). Yields the product C(C)N(CC)CCNC1=NC2=C(N(C1=O)C1=CC=C(C=C1)OC)N=CC=C2 (2-[2-(N,N-diethylamino)ethylamino]-3,4-dihydro-4-(4-methoxyphenyl)-3-oxopyrido[2,3-b]pyrazine). Procedure details: Preparation as in Example 39 but using 2-chloro-3,4-dihydro-4-(4-methoxyphenyl)-3-oxopyrido[2,3-b]pyrazine and N,N-diethylethylene diamine gave the title compound mp 167°-168° C. Starting materials: C(C)(C)(C)OC(=O)N1CC(C1)NC1=C2C(=NC=C1[N+](=O)[O-])N(C=C2)S(=O)(=O)C2=CC=CC=C2 (3-(1-benzenesulfonyl-5-nitro-1H-pyrrolo[2,3-b]pyridin-4-ylamino)-azetidine-1-carboxylic acid tert-butyl ester). The reagents and catalysts are [Pd] (palladium). Run in C1CCOC1 (THF). Reaction conditions: time 24 hour. Yields the product C(C)(C)(C)OC(=O)N1CC(C1)NC1=C2C(=NC=C1N)N(C=C2)S(=O)(=O)C2=CC=CC=C2 (3-(5-amino-1-benzenesulfonyl-1H-pyrrolo[2,3-b]pyridin-4-ylamino)-azetidine-1-carboxylic acid tert-butyl ester). Isolated yield 125.0%. Reaction SMILES: [C:1]([O:5][C:6]([N:8]1[CH2:11][CH:10]([NH:12][C:13]2[C:18]([N+:19]([O-])=O)=[CH:17][N:16]=[C:15]3[N:22]([S:25]([C:28]4[CH:33]=[CH:32][CH:31]=[CH:30][CH:29]=4)(=[O:27])=[O:26])[CH:23]=[CH:24][C:14]=23)[CH2:9]1)=[O:7])([CH3:4])([CH3:3])[CH3:2]>C1COCC1.[Pd]>[C:1]([O:5][C:6]([N:8]1[CH2:9][CH:10]([NH:12][C:13]2[C:18]([NH2:19])=[CH:17][N:16]=[C:15]3[N:22]([S:25]([C:28]4[CH:33]=[CH:32][CH:31]=[CH:30][CH:29]=4)(=[O:27])=[O:26])[CH:23]=[CH:24][C:14]=23)[CH2:11]1)=[O:7])([CH3:4])([CH3:2])[CH3:3]. Reported procedure: A solution of 3-(1-benzenesulfonyl-5-nitro-1H-pyrrolo[2,3-b]pyridin-4-ylamino)-azetidine-1-carboxylic acid tert-butyl ester (425 mg, 898 μmol) in THF (15 ml) containing palladium (10% on carbon, 95.0 mg, 90.0 μmol) was stirred at ambient temperature under a hydrogen atmosphere for 24 hours. The mixture was filtered through Celite®, the filter cake thoroughly washed with THF, and the combined filtrates concentrated under vacuum to give 498 mg of 3-(5-amino-1-benzenesulfonyl-1H-pyrrolo[2,3-b]pyrid... Starting materials: C(=N)(N)NN.Cl (aminoguanidine hydrochloride), CC(=O)CC(=O)C (2,4-pentadione). Run in C(C)O (ethanol). Run at time 3 hour. Product: Cl.C(N)(=N)N1N=C(C=C1C)C (1-amidino-3,5-dimethylpyrazole hydrochloride). As a reaction SMILES: [C:1]([NH:4][NH2:5])([NH2:3])=[NH:2].[ClH:6].[CH3:7][C:8]([CH2:10][C:11]([CH3:13])=O)=O>C(O)C>[ClH:6].[C:1]([N:4]1[C:11]([CH3:13])=[CH:10][C:8]([CH3:7])=[N:5]1)(=[NH:3])[NH2:2] |f:0.1,4.5|. Reported procedure: To 850 ml of ethanol were added 188 g of aminoguanidine hydrochloride and 170 g of 2,4-pentadione and the mixture was heated with stirring for 3 hrs. under reflux. The precipitated crystals were filtered, sufficiently washed with ethanol and dried to obtain 1-amidino-3,5-dimethylpyrazole hydrochloride of 210 g. Next, 60 g of potassium hydroxide was dissolved in water of 120 g and 1-amidino-3,5-dimethylpyrazole hydrochloride of 61.1 g was added thereto withcooling with water and stirred further f... Reactants: C(C)(=O)N(C(C1=CC=C(C=C1)OCCCCCCCCCCCCCC)=O)CC1=NC=CC=C1 (N-Acetyl-N-(2-pyridinylmethyl)-4-(tetradecyloxy)benzamide), CI (methyl iodide). Run at temperature 115 celsius. The product is [I-].C(C)(=O)N(C(C1=CC=C(C=C1)OCCCCCCCCCCCCCC)=O)CC1=[N+](C=CC=C1)C (2-[[Acetyl[4-(tetradecyloxy)benzoyl]amino]methyl]-1-methylpyridinium iodide). Reaction SMILES: [C:1]([N:4]([CH2:28][C:29]1[CH:34]=[CH:33][CH:32]=[CH:31][N:30]=1)[C:5](=[O:27])[C:6]1[CH:11]=[CH:10][C:9]([O:12][CH2:13][CH2:14][CH2:15][CH2:16][CH2:17][CH2:18][CH2:19][CH2:20][CH2:21][CH2:22][CH2:23][CH2:24][CH2:25][CH3:26])=[CH:8][CH:7]=1)(=[O:3])[CH3:2].[CH3:35][I:36]>>[I-:36].[C:1]([N:4]([CH2:28][C:29]1[CH:34]=[CH:33][CH:32]=[CH:31][N+:30]=1[CH3:35])[C:5](=[O:27])[C:6]1[CH:7]=[CH:8][C:9]([O:12][CH2:13][CH2:14][CH2:15][CH2:16][CH2:17][CH2:18][CH2:19][CH2:20][CH2:21][CH2:22][CH2:23][CH2:24][CH2:25][CH3:26])=[CH:10][CH:11]=1)(=[O:3])[CH3:2] |f:2.3|. Procedure details: A mixture of 0.808 g of product from Example 5 and 5.39 ml of methyl iodide is heated, in a sealed dark tube, at 115° C. for 23 hours. The cooled reaction mixture is concentrated in vacuo and the residue purified by column chromatography (silica gel: 20% methyl alcohol/chloroform) to give 0.63 g of the desired product as cream crystals. The reactants are CC=1NC(=C(C(C1C(=O)O)C1=C(C(=CC=C1)Cl)Cl)C=1OC=NN1)C (1,4-dihydro-2,6-dimethyl-4-(2,3-dichlorophenyl)-5-(1,3,4-oxadiazol-2-yl)-pyridine-3-carboxylic acid), O (water). The solvent is C(COCCO)O (diethylene glycol). Yields the product CC=1NC(=CC(C1C=1OC=NN1)C1=C(C(=CC=C1)Cl)Cl)C (1,4-Dihydro-2,6-dimethyl-3-(1,3,4-oxadiazol-2-yl)-4-(2,3-dichlorophenyl)-pyridine). As a reaction SMILES: [CH3:1][C:2]1[NH:3][C:4]([CH3:24])=[C:5]([C:19]2[O:20][CH:21]=[N:22][N:23]=2)[CH:6]([C:11]2[CH:16]=[CH:15][CH:14]=[C:13]([Cl:17])[C:12]=2[Cl:18])[C:7]=1C(O)=O.O>C(O)COCCO>[CH3:24][C:4]1[NH:3][C:2]([CH3:1])=[CH:7][CH:6]([C:11]2[CH:16]=[CH:15][CH:14]=[C:13]([Cl:17])[C:12]=2[Cl:18])[C:5]=1[C:19]1[O:20][CH:21]=[N:22][N:23]=1. Procedure: 20 g of 1,4-dihydro-2,6-dimethyl-4-(2,3-dichlorophenyl)-5-(1,3,4-oxadiazol-2-yl)-pyridine-3-carboxylic acid in 100 ml of diethylene glycol are heated at 180° C. for 10 minutes. The mixture is then cooled to room temperature, 500 ml of water are added and the mixture is extracted by shaking with four times 200 ml of ethyl acetate. The organic phase is dried over sodium sulphate and concentrated and the residue is recrystallised from ethyl acetate with the addition of active charcoal. This gives 1...